Dataset: the Open Reaction Database (ORD), a public repository of structured organic reaction records. Task: describe an organic reaction: reactants, conditions, products, and yield Starting materials: diamine, NCCCN1C(=O)N(C(=O)C1(C)C)CCCN (1,3-bis-(3-aminopropyl)-5,5-dimethylhydantoin), 5-5-dimethylhydantoin, C(C=C)#N (acrylonitrile). The product is C(#N)CCN1C(=O)N(C(=O)C1(C)C)CCC#N (1,3-bis (2-cyanoethyl)-5,5-dimethylhydantoin). As a reaction SMILES: [NH2:1][CH2:2][CH2:3][CH2:4][N:5]1[C:11]([CH3:13])([CH3:12])[C:9](=[O:10])[N:8]([CH2:14][CH2:15][CH2:16][NH2:17])[C:6]1=[O:7].C(#N)C=C>>[C:2]([CH2:3][CH2:4][N:5]1[C:11]([CH3:12])([CH3:13])[C:9](=[O:10])[N:8]([CH2:14][CH2:15][C:16]#[N:17])[C:6]1=[O:7])#[N:1]. Procedure: A diamine containing the hydantoin ring is 1,3-bis-(3-aminopropyl)-5,5-dimethylhydantoin which may be prepared as described by Sato, Nippon Kaguku Zasshi, 83, 318-23 (1962). 5-5-dimethylhydantoin is reacted with acrylonitrile yielding 1,3-bis (2-cyanoethyl)-5,5-dimethylhydantoin which is further reacted with hydrogen gas in the presence of Raney nickel to yield 1,3-bis-(3-aminopropyl)-5,5-dimethylhydantoin. This compound is available semi-commercially from Glyco, Inc. as Dantomin DAP. The reactants are O (H2O), ice, Cl.NO (hydroxylamine hydrochloride), [OH-].[Na+] (NaOH), ClC1=C(C=NC=C1)C=O (4-Chloro-pyridine-3-carbaldehyde). The solvent is CCO (EtOH), CC(=O)O (AcOH). Yields the product ClC1=C(C=NC=C1)C=NO (4-Chloro-pyridine-3-carbaldehyde Oxime). Reaction SMILES: [Cl:1][C:2]1[CH:7]=[CH:6][N:5]=[CH:4][C:3]=1[CH:8]=O.[OH2:10].Cl.[NH2:12]O.[OH-].[Na+]>CCO.CC(O)=O>[Cl:1][C:2]1[CH:7]=[CH:6][N:5]=[CH:4][C:3]=1[CH:8]=[N:12][OH:10] |f:2.3,4.5|. Procedure: 4-Chloro-pyridine-3-carbaldehyde (10.0 g, 71 mmol) was dissolved in EtOH (12 ml). H2O (30 ml), ice (30 g) and hydroxylamine hydrochloride (5.40 g, 78 mmol) were added. To the resulting mixture was added over a period of 2 min a solution of 2 N NaOH (88.3 ml, 177 mmol). The resulting yellowish solution was stirred 2.5 h at r.t. before neutralisation with AcOH (pH=6). White crystals precipitated, were collected by filtration and washed with H2O (30 ml). The product was dried 1 h at 50° C. on the h... Starting materials: OCc1cc(Br)sc1Cl, [C-]#N, [C-]#N, CN(C)C=O, CCOC(C)=O, [Zn+2], c1ccc(P(c2ccccc2)(c2ccccc2)[Pd](P(c2ccccc2)(c2ccccc2)c2ccccc2)(P(c2ccccc2)(c2ccccc2)c2ccccc2)P(c2ccccc2)(c2ccccc2)c2ccccc2)cc1. The product is N#Cc1cc(CO)c(Cl)s1. RXN SMILES: [Br:1][c:2]1[cH:3][c:4]([CH2:8][OH:9])[c:5]([Cl:7])[s:6]1.[C-:21]#[N:22].[C-:24]#[N:25].[CH3:10][N:11]([CH3:12])[CH:13]=[O:14].[CH3:15][CH2:16][O:17][C:18](=[O:19])[CH3:20].[Zn+2:23].[cH:26]1[cH:27][cH:28][c:29]([P:30]([Pd:31]([P:32]([c:33]2[cH:34][cH:35][cH:36][cH:37][cH:38]2)([c:39]2[cH:40][cH:41][cH:42][cH:43][cH:44]2)[c:45]2[cH:46][cH:47][cH:48][cH:49][cH:50]2)([P:51]([c:52]2[cH:53][cH:54][cH:55][cH:56][cH:57]2)([c:58]2[cH:59][cH:60][cH:61][cH:62][cH:63]2)[c:64]2[cH:65][cH:66][cH:67][cH:68][cH:69]2)[P:70]([c:71]2[cH:72][cH:73][cH:74][cH:75][cH:76]2)([c:77]2[cH:78][cH:79][cH:80][cH:81][cH:82]2)[c:83]2[cH:84][cH:85][cH:86][cH:87][cH:88]2)([c:89]2[cH:90][cH:91][cH:92][cH:93][cH:94]2)[c:95]2[cH:96][cH:97][cH:98][cH:99][cH:100]2)[cH:101][cH:102]1>>[c:2]1([C:10]#[N:11])[cH:3][c:4]([CH2:8][OH:9])[c:5]([Cl:7])[s:6]1. Reactants: FC1=C(C=CC(=C1)C(C(=O)N)C)C1=C(C=C(C=C1)F)F (2-(2,2',4'-trifluoro-4-biphenylyl)propionamide), oxime, S(=O)(=O)(O)O.NO (Hydroxylamine sulphate), C(C)(=O)[O-].[Na+] (sodium acetate), FC1=C(C=CC(=C1)C(C=O)C)C1=C(C=C(C=C1)F)F (2-(2,2',4'-Trifluoro-4-biphenylyl)propionaldehyde), Cl (hydrochloric acid), [OH-].[Na+] (sodium hydroxide). Procedure: Hydroxylamine sulphate (3.02 g.) was added to an aqueous solution of sodium acetate [prepared from glacial acetic acid (2.4 ml.), 18N aqueous sodium hydroxide (2.34 ml.) and water (23 ml.)]. 2-(2,2',4'-Trifluoro-4-biphenylyl)propionaldehyde (8.26 g.) in ethanol (23 ml.) was added and the mixture was stirred at room temperature for 2.5 hours and then at 90° C. for 1 minute. After cooling, the precipitated oxime was suspended in water containing nickel sulphate (0.2 g.) and heated to reflux to obt... The solvent is CCOCC (ether), O (water), C(C)O (ethanol). Product: FC1=C(C=CC(=C1)C(C(=O)O)C)C1=C(C=C(C=C1)F)F (2-(2,2',4'-trifluoro-4-biphenylyl)propionic acid). Reagents/catalysts: S(=O)(=O)([O-])[O-].[Ni+2] (nickel sulphate). Reaction conditions: time 2.5 hour. RXN SMILES: S(O)(O)(=O)=O.NO.C([O-])(=[O:10])C.[Na+].[F:13][C:14]1[CH:19]=[C:18]([CH:20]([CH3:23])[CH:21]=[O:22])[CH:17]=[CH:16][C:15]=1[C:24]1[CH:29]=[CH:28][C:27]([F:30])=[CH:26][C:25]=1[F:31].FC1C=C(C(C)C(N)=O)C=CC=1C1C=CC(F)=CC=1F.[OH-].[Na+].Cl>C(O)C.O.CCOCC.S([O-])([O-])(=O)=O.[Ni+2]>[F:13][C:14]1[CH:19]=[C:18]([CH:20]([CH3:23])[C:21]([OH:10])=[O:22])[CH:17]=[CH:16][C:15]=1[C:24]1[CH:29]=[CH:28][C:27]([F:30])=[CH:26][C:25]=1[F:31] |f:0.1,2.3,6.7,12.13|.